From a dataset of the Open Reaction Database (ORD), a public repository of structured organic reaction records. describe an organic reaction: reactants, conditions, products, and yield Starting materials: [H-], CI, Nc1nc2c(O)cccc2o1, [Na+], C1CCOC1. Product: COc1cccc2oc(N)nc12. As a reaction SMILES: [H-:12].[I:14][CH3:15].[NH2:1][c:2]1[o:3][c:4]2[c:5]([n:6]1)[c:7]([OH:11])[cH:8][cH:9][cH:10]2.[Na+:13].[O:16]1[CH2:17][CH2:18][CH2:19][CH2:20]1>>[NH2:1][c:2]1[o:3][c:4]2[c:5]([n:6]1)[c:7]([O:11][CH3:15])[cH:8][cH:9][cH:10]2. Starting materials: O1C(=CC=C1)C(=O)Cl (2-furoyl chloride), ClCCCCCCCCO (8-chloro-1-octanol), N1=CC=CC=C1 (pyridine), Cl (hydrochloric acid). The solvent is ice. Conditions: time 2 hour. Product: ClCCCCCCCCOC(=O)C=1OC=CC1 (8-chlorooctyl-2-furancarboxylate). The yield is 93.7%. RXN SMILES: [O:1]1[CH:5]=[CH:4][CH:3]=[C:2]1[C:6](Cl)=[O:7].[Cl:9][CH2:10][CH2:11][CH2:12][CH2:13][CH2:14][CH2:15][CH2:16][CH2:17][OH:18].N1C=CC=CC=1.Cl>>[Cl:9][CH2:10][CH2:11][CH2:12][CH2:13][CH2:14][CH2:15][CH2:16][CH2:17][O:18][C:6]([C:2]1[O:1][CH:5]=[CH:4][CH:3]=1)=[O:7]. Reported procedure: A solution of 2-furoyl chloride (6.5 g; 50 mmol) was added dropwise at 0° C. to a solution of 8-chloro-1-octanol (6.6 g; 40 mmol) and pyridine (20 g; 253 mmol) and stirred at room temperature for 2 h. The resulting mixture was added to a mixture of 1N-hydrochloric acid and ice (200 ml) and extracted with ethyl acetate (3×80 ml). The combined organic layers were washed with saturated sodium chloride solution (2×80 ml), dried over magnesium sulphate and filtered. The organic solvent was removed in...